From a dataset of the Open Reaction Database (ORD), a public repository of structured organic reaction records. describe an organic reaction: reactants, conditions, products, and yield Reactants: ICCCC1C2=C(C=CC3=C1C=CC=C3)C=CC=C2 (5-(3-Iodopropyl)-5H-dibenzo[a,d]cycloheptene), O (water), CN(C=O)C (dimethylformamide), C1(C=2C(C(N1)=O)=CC=CC2)=O.[K] (potassium phthalimide). Run in C(Cl)(Cl)Cl (chloroform). Product: C1(C=2C(C(N1CCCC1C3=C(C=CC4=C1C=CC=C4)C=CC=C3)=O)=CC=CC2)=O (5-(3-phthalimidopropyl)-5H-dibenzo[a,d]cycloheptene). RXN SMILES: I[CH2:2][CH2:3][CH2:4][CH:5]1[C:11]2[CH:12]=[CH:13][CH:14]=[CH:15][C:10]=2[CH:9]=[CH:8][C:7]2[CH:16]=[CH:17][CH:18]=[CH:19][C:6]1=2.CN(C)C=O.[C:25]1(=[O:35])[NH:29][C:28](=[O:30])[C:27]2=[CH:31][CH:32]=[CH:33][CH:34]=[C:26]12.[K].O>C(Cl)(Cl)Cl>[C:25]1(=[O:35])[N:29]([CH2:2][CH2:3][CH2:4][CH:5]2[C:11]3[CH:12]=[CH:13][CH:14]=[CH:15][C:10]=3[CH:9]=[CH:8][C:7]3[CH:16]=[CH:17][CH:18]=[CH:19][C:6]2=3)[C:28](=[O:30])[C:27]2=[CH:31][CH:32]=[CH:33][CH:34]=[C:26]12 |f:2.3,^1:35|. Procedure details: 5-(3-Iodopropyl)-5H-dibenzo[a,d]cycloheptene, 1.8 g. (0.005 mole), is dissolved in 10 ml. of dimethylformamide. The solution is stirred while 930 mg. (0.0051 mole) of potassium phthalimide is added. When the addition is complete, the mixture is heated to 85°-90°C. for 40 minutes, then cooled, diluted with chloroform and poured into water. The chloroform layer is separated and the aqueous layer extracted further with chloroform. Evaporation of the chloroform gives the product as an oily crystalli... Reactants: FC(C(\C=C\C1=CNC2=CC=CC=C12)=O)(F)F (trans-1,1,1-trifluoro-4-(3-indolyl)-3-buten-2-one), Cl.S(N)(=O)(=O)C1=CC=C(C=C1)NN (4-sulfamylphenyl hydrazine hydrochloride). Product: S(N)(=O)(=O)C1=CC=C(C=C1)N1N=C(CC1C1=CNC2=CC=CC=C12)C(F)(F)F (1-(4-Sulfamylphenyl)-3-trifluoromethyl-5-(3-indolyl)-2-pyrazoline). The yield is 82.0%. RXN SMILES: [F:1][C:2]([F:17])([F:16])[C:3](=O)/[CH:4]=[CH:5]/[C:6]1[C:14]2[C:9](=[CH:10][CH:11]=[CH:12][CH:13]=2)[NH:8][CH:7]=1.Cl.[S:19]([C:23]1[CH:28]=[CH:27][C:26]([NH:29][NH2:30])=[CH:25][CH:24]=1)(=[O:22])(=[O:21])[NH2:20]>>[S:19]([C:23]1[CH:24]=[CH:25][C:26]([N:29]2[CH:5]([C:6]3[C:14]4[C:9](=[CH:10][CH:11]=[CH:12][CH:13]=4)[NH:8][CH:7]=3)[CH2:4][C:3]([C:2]([F:17])([F:16])[F:1])=[N:30]2)=[CH:27][CH:28]=1)(=[O:22])(=[O:21])[NH2:20] |f:1.2|. Reported procedure: A solution of trans-1,1,1-trifluoro-4-(3-indolyl)-3-buten-2-one (5 mmol) and 4-sulfamylphenyl hydrazine hydrochloride (6 mmol) was subjected to Procedure 3. The title compound was obtained in 82% yield, m.p. 178-180° C.; C, H analysis (C16H14SO2N4F3): The reactants are CC1CCN(CCO)CC1, O=[N+]([O-])c1ccc(F)cc1, [H-], [Na+], CN(C)C=O. Yields the product CC1CCN(CCOc2ccc([N+](=O)[O-])cc2)CC1. RXN SMILES: [CH3:13][CH:14]1[CH2:15][CH2:16][N:17]([CH2:20][CH2:21][OH:22])[CH2:18][CH2:19]1.[F:3][c:4]1[cH:5][cH:6][c:7]([N+:10](=[O:11])[O-:12])[cH:8][cH:9]1.[H-:1].[Na+:2].[O:23]=[CH:24][N:25]([CH3:26])[CH3:27]>>[c:4]1([O:22][CH2:21][CH2:20][N:17]2[CH2:16][CH2:15][CH:14]([CH3:13])[CH2:19][CH2:18]2)[cH:5][cH:6][c:7]([N+:10](=[O:11])[O-:12])[cH:8][cH:9]1. Reactants: Cl.FC1=C(CN)C=CC(=C1)O (2-fluoro-4-hydroxy-benzylamine hydrochloride), FC1=CC=C(OC2=C(C(=O)O)C=CC=N2)C=C1 (2-(4-fluoro-phenoxy)-nicotinic acid), CN(C=O)C (dimethylformamide), C(C(=O)Cl)(=O)Cl (oxalyl chloride). Run in C(C)N(CC)CC (Triethylamine), ClCCl (dichloromethane), ClCCl (dichloromethane). Conditions: time 8 hour. The product is FC1=C(CNC(C2=C(N=CC=C2)OC2=CC=C(C=C2)F)=O)C=CC(=C1)O (N-(2-Fluoro-4-hydroxy-benzyl)-2-(4-fluoro-phenoxy)-nicotinamide). Reaction SMILES: [F:1][C:2]1[CH:17]=[CH:16][C:5]([O:6][C:7]2[N:15]=[CH:14][CH:13]=[CH:12][C:8]=2[C:9]([OH:11])=O)=[CH:4][CH:3]=1.CN(C)C=O.C(Cl)(=O)C(Cl)=O.Cl.[F:30][C:31]1[CH:38]=[C:37]([OH:39])[CH:36]=[CH:35][C:32]=1[CH2:33][NH2:34]>ClCCl.C(N(CC)CC)C>[F:30][C:31]1[CH:38]=[C:37]([OH:39])[CH:36]=[CH:35][C:32]=1[CH2:33][NH:34][C:9](=[O:11])[C:8]1[CH:12]=[CH:13][CH:14]=[N:15][C:7]=1[O:6][C:5]1[CH:4]=[CH:3][C:2]([F:1])=[CH:17][CH:16]=1 |f:3.4|. Procedure: To 2-(4-fluoro-phenoxy)-nicotinic acid (20.47 g) were added anhydrous dichloromethane (200 mL), dimethylformamide (2 mL), and oxalyl chloride (2.0 M in dichloromethane, 46.10 mL) were then added. The solution was cooled in a dry ice/acetone bath. Triethylamine (24.5 mL) and 2-fluoro-4-hydroxy-benzylamine hydrochloride (7.81 g) were then added. The solution was allowed to warm to ambient temperature and stir overnight. The reaction was then diluted with 200 mL dichloromethane and washed with 100 ...